From a dataset of the Open Reaction Database (ORD), a public repository of structured organic reaction records. describe an organic reaction: reactants, conditions, products, and yield The solvent is COCCOC (ethylene glycol dimethyl ether). Procedure details: To a solution of 4-methyl-5-[(phenylsulfonyl)(2,3,6-trifluorophenyl)methyl]pyridine-2-carboxamide (215 mg, 0.51 mmol) in ethylene glycol dimethyl ether (6 ml), an aqueous solution of formaldehyde (37%, 0.2 ml) and 5% aqueous sodium hydroxide (0.8 ml) were added at 0° C., and the mixture was stirred for 1 hour at room temperature. Sodium carbonate (40 mg) was added to the reaction mixture, and the mixture was stirred for 20 minutes at room temperature. The mixture was concentrated under reduced p... Starting materials: CC1=CC(=NC=C1C(C1=C(C(=CC=C1F)F)F)S(=O)(=O)C1=CC=CC=C1)C(=O)N (4-methyl-5-[(phenylsulfonyl)(2,3,6-trifluorophenyl)methyl]pyridine-2-carboxamide), C=O (formaldehyde), [OH-].[Na+] (sodium hydroxide), C([O-])([O-])=O.[Na+].[Na+] (Sodium carbonate). RXN SMILES: [CH3:1][C:2]1[C:7]([CH:8]([S:18]([C:21]2[CH:26]=[CH:25][CH:24]=[CH:23][CH:22]=2)(=[O:20])=[O:19])[C:9]2[C:14]([F:15])=[CH:13][CH:12]=[C:11]([F:16])[C:10]=2[F:17])=[CH:6][N:5]=[C:4]([C:27]([NH2:29])=[O:28])[CH:3]=1.C=O.[OH-].[Na+].[C:34](=O)([O-])[O-:35].[Na+].[Na+]>COCCOC>[OH:35][CH2:34][NH:29][C:27]([C:4]1[CH:3]=[C:2]([CH3:1])[C:7]([CH:8]([S:18]([C:21]2[CH:26]=[CH:25][CH:24]=[CH:23][CH:22]=2)(=[O:19])=[O:20])[C:9]2[C:14]([F:15])=[CH:13][CH:12]=[C:11]([F:16])[C:10]=2[F:17])=[CH:6][N:5]=1)=[O:28] |f:2.3,4.5.6|. Conditions: time 1 hour. Yield: 53.0%. Product: OCNC(=O)C1=NC=C(C(=C1)C)C(C1=C(C(=CC=C1F)F)F)S(=O)(=O)C1=CC=CC=C1 (N-(1-hydroxymethyl)-4-methyl-5-[(phenylsulfonyl)(2,3,6-trifluorophenyl) methyl]pyridine-2-carboxamide). Starting materials: CCOC(=O)C(Br)CC, CN(C)C=O, COc1cc(Cn2c3ccccc3c3c(O)cccc32)ccc1OCc1nc(-c2ccccc2)oc1C, [H-], [Na+], O. Product: CCOC(=O)C(CC)Oc1cccc2c1c1ccccc1n2Cc1ccc(OCc2nc(-c3ccccc3)oc2C)c(OC)c1. Reaction SMILES: [Br:45][CH:46]([C:47](=[O:48])[O:49][CH2:50][CH3:51])[CH2:52][CH3:53].[CH3:3][N:4]([CH3:5])[CH:6]=[O:7].[CH3:8][c:9]1[c:10]([CH2:20][O:21][c:22]2[c:23]([O:43][CH3:44])[cH:24][c:25]([CH2:26][n:27]3[c:28]4[cH:29][cH:30][cH:31][cH:32][c:33]4[c:34]4[c:35]([OH:40])[cH:36][cH:37][cH:38][c:39]34)[cH:41][cH:42]2)[n:11][c:12](-[c:14]2[cH:15][cH:16][cH:17][cH:18][cH:19]2)[o:13]1.[H-:1].[Na+:2].[OH2:54]>>[CH3:8][c:9]1[c:10]([CH2:20][O:21][c:22]2[c:23]([O:43][CH3:44])[cH:24][c:25]([CH2:26][n:27]3[c:28]4[cH:29][cH:30][cH:31][cH:32][c:33]4[c:34]4[c:35]([O:40][CH:46]([C:47](=[O:48])[O:49][CH2:50][CH3:51])[CH2:52][CH3:53])[cH:36][cH:37][cH:38][c:39]34)[cH:41][cH:42]2)[n:11][c:12](-[c:14]2[cH:15][cH:16][cH:17][cH:18][cH:19]2)[o:13]1. RXN SMILES: [C:1]([CH3:2])([CH3:3])([CH3:4])[c:5]1[cH:6][c:7]([C:8](=[O:9])[c:10]2[cH:11][cH:12][cH:13][cH:14][cH:15]2)[cH:16][c:17]([C:20]([CH3:21])([CH3:22])[CH3:23])[c:18]1[OH:19].[CH3:24][N:25]([CH3:26])[NH2:27].[OH2:39].[c:28]1([CH3:29])[cH:30][cH:31][c:32]([S:33]([OH:34])(=[O:35])=[O:36])[cH:37][cH:38]1>>[C:1]([CH3:2])([CH3:3])([CH3:4])[c:5]1[cH:6][c:7]([C:8]([c:10]2[cH:11][cH:12][cH:13][cH:14][cH:15]2)=[N:27][N:25]([CH3:24])[CH3:26])[cH:16][c:17]([C:20]([CH3:21])([CH3:22])[CH3:23])[c:18]1[OH:19]. Starting materials: CC(C)(C)c1cc(C(=O)c2ccccc2)cc(C(C)(C)C)c1O, CN(C)N, O, Cc1ccc(S(=O)(=O)O)cc1. The product is CN(C)N=C(c1ccccc1)c1cc(C(C)(C)C)c(O)c(C(C)(C)C)c1. Reactants: COC(=O)C(=O)Cl, ClCCl, Nc1ccc(-c2ccc(OC(F)(F)F)cc2)cc1, [Na+], O, O=C([O-])O. The product is COC(=O)C(=O)Nc1ccc(-c2ccc(OC(F)(F)F)cc2)cc1. RXN SMILES: [Cl:1][C:2]([C:3](=[O:4])[O:5][CH3:6])=[O:7].[Cl:31][CH2:32][Cl:33].[NH2:8][c:9]1[cH:10][cH:11][c:12](-[c:15]2[cH:16][cH:17][c:18]([O:21][C:22]([F:23])([F:24])[F:25])[cH:19][cH:20]2)[cH:13][cH:14]1.[Na+:26].[OH2:34].[OH:27][C:28](=[O:29])[O-:30]>>[C:2]([C:3](=[O:4])[O:5][CH3:6])(=[O:7])[NH:8][c:9]1[cH:10][cH:11][c:12](-[c:15]2[cH:16][cH:17][c:18]([O:21][C:22]([F:23])([F:24])[F:25])[cH:19][cH:20]2)[cH:13][cH:14]1. Reactants: OC=1C=CC=C2C=CC=NC12 (8-hydroxyquinoline), BrC=1C(=CC=2C3=C(N(C2C1)C)CCN(C3)C(=O)OC(C)(C)C)F (tert-Butyl 7-bromo-8-fluoro-5-methyl-3,4-dihydro-1H-pyrido[4,3-b]indole-2(5H)-carboxylate), C(C1=CC=CC=C1)OC1=CC(NC=C1)=O (4-benzyloxypyridone), C(=O)([O-])[O-].[Cs+].[Cs+] (Cs2CO3). Reagents/catalysts: [Cu](I)I (copper iodide). Solvent: CS(=O)C (DMSO). Reaction conditions: temperature 133 celsius, time 30 minute. The product is C(C1=CC=CC=C1)OC1=CC(N(C=C1)C=1C(=CC=2C3=C(N(C2C1)C)CCN(C3)C(=O)OC(C)(C)C)F)=O (tert-butyl 7-(4-(benzyloxy)-2-oxopyridin-1(2H)-yl)-8-fluoro-5-methyl-3,4-dihydro-1H-pyrido[4,3-b]indole-2(5H)-carboxylate). The yield is 29.6%. As a reaction SMILES: Br[C:2]1[C:3]([F:23])=[CH:4][C:5]2[C:6]3[CH2:15][N:14]([C:16]([O:18][C:19]([CH3:22])([CH3:21])[CH3:20])=[O:17])[CH2:13][CH2:12][C:7]=3[N:8]([CH3:11])[C:9]=2[CH:10]=1.[CH2:24]([O:31][C:32]1[CH:37]=[CH:36][NH:35][C:34](=[O:38])[CH:33]=1)[C:25]1[CH:30]=[CH:29][CH:28]=[CH:27][CH:26]=1.C([O-])([O-])=O.[Cs+].[Cs+].OC1C=CC=C2C=1N=CC=C2>CS(C)=O.[Cu](I)I>[CH2:24]([O:31][C:32]1[CH:37]=[CH:36][N:35]([C:2]2[C:3]([F:23])=[CH:4][C:5]3[C:6]4[CH2:15][N:14]([C:16]([O:18][C:19]([CH3:22])([CH3:21])[CH3:20])=[O:17])[CH2:13][CH2:12][C:7]=4[N:8]([CH3:11])[C:9]=3[CH:10]=2)[C:34](=[O:38])[CH:33]=1)[C:25]1[CH:26]=[CH:27][CH:28]=[CH:29][CH:30]=1 |f:2.3.4|. Reported procedure: tert-Butyl 7-bromo-8-fluoro-5-methyl-3,4-dihydro-1H-pyrido[4,3-b]indole-2(5H)-carboxylate (720 mg, 1.88 mmol), 4-benzyloxypyridone (380 mg, 1.9 mmol) and Cs2CO3 (680 mg, 2.1 mmol) were suspended in DMSO (8.0 mL) and the resulting suspension was degassed for 15 min. The system was flushed with Ar. Then 8-hydroxyquinoline (87 mg, 0.60 mmol) and copper iodide (114 mg, 0.599 mmol) were added. The degassing/Ar flushing process was repeated twice more, and the reaction mixture was heated at 133° C. fo... The reactants are C1(CCCCC1)CN1C=C(C2=CC=C(C=C12)C(=O)OC)C (methyl 1-cyclohexylmethyl-3-methyl-1H-indole-6-carboxylate), [OH-].[Li+] (lithium hydroxide), Cl (hydrochloric acid). Run in CO (methanol). Run at temperature 70 celsius. The product is C1(CCCCC1)CN1C=C(C2=CC=C(C=C12)C(=O)O)C (1-Cyclohexylmethyl-3-methyl-1H-indole-6-carboxylic acid). Yield: 85.3%. Reaction SMILES: [CH:1]1([CH2:7][N:8]2[C:16]3[C:11](=[CH:12][CH:13]=[C:14]([C:17]([O:19]C)=[O:18])[CH:15]=3)[C:10]([CH3:21])=[CH:9]2)[CH2:6][CH2:5][CH2:4][CH2:3][CH2:2]1.[OH-].[Li+].Cl>CO>[CH:1]1([CH2:7][N:8]2[C:16]3[C:11](=[CH:12][CH:13]=[C:14]([C:17]([OH:19])=[O:18])[CH:15]=3)[C:10]([CH3:21])=[CH:9]2)[CH2:2][CH2:3][CH2:4][CH2:5][CH2:6]1 |f:1.2|. Reported procedure: A mixture of methyl 1-cyclohexylmethyl-3-methyl-1H-indole-6-carboxylate [9.0 g, Reference Example 29(a)] and lithium hydroxide (8.0 g) in aqueous methanol (300 ml, 1:2, v/v) was heated at 70° C. for 4 hours. The reaction mixture was cooled to room temperature, then acidified by addition of dilute hydrochloric acid and then extracted three times with ethyl acetate (150 ml). The combined extracts were dried over sodium sulphate then evaporated to give the title compound as a white solid (7.3 g). M... Yields the product CN1OCC2(C)CNCC12. RXN SMILES: [CH3:1][N:2]1[CH:3]2[CH2:4][N:5]([C:11]([O:12][CH2:13][CH3:14])=[O:15])[CH2:6][C:7]2([CH3:10])[CH2:8][O:9]1.[OH2:16]>>[CH3:1][N:2]1[CH:3]2[CH2:4][NH:5][CH2:6][C:7]2([CH3:10])[CH2:8][O:9]1. The reactants are CCOC(=O)N1CC2N(C)OCC2(C)C1, O. Starting materials: O1CCOCC1 (dioxane), FC(C(=O)O)(F)F.NC=1OC=CC1[C@@H](C(=O)O)C ((S)-2-amino-3-furylpropionic acid trifluroacetic acid salt), C(=O)(OCC1C2=CC=CC=C2C2=CC=CC=C12)Cl (FMOC—Cl). Run in O (H2O), C(=O)([O-])[O-].[Na+].[Na+] (Na2CO3). Run at time 15 minute. The product is C(=O)(OCC1C2=CC=CC=C2C2=CC=CC=C12)NC=1OC=CC1[C@@H](C(=O)O)C (N-FMOC-(S)-2-amino-3-furylpropionic acid). RXN SMILES: FC(F)(F)C(O)=O.[NH2:8][C:9]1[O:10][CH:11]=[CH:12][C:13]=1[C@H:14]([CH3:18])[C:15]([OH:17])=[O:16].O1CCOCC1.[C:25](Cl)([O:27][CH2:28][CH:29]1[C:41]2[C:36](=[CH:37][CH:38]=[CH:39][CH:40]=2)[C:35]2[C:30]1=[CH:31][CH:32]=[CH:33][CH:34]=2)=[O:26]>C([O-])([O-])=O.[Na+].[Na+].O>[C:25]([NH:8][C:9]1[O:10][CH:11]=[CH:12][C:13]=1[C@H:14]([CH3:18])[C:15]([OH:17])=[O:16])([O:27][CH2:28][CH:29]1[C:30]2[C:35](=[CH:34][CH:33]=[CH:32][CH:31]=2)[C:36]2[C:41]1=[CH:40][CH:39]=[CH:38][CH:37]=2)=[O:26] |f:0.1,4.5.6|. Reported procedure: (S)-2-amino-3-furylpropionic acid trifluroacetic acid salt (0.47 g) was dissolved in 30 mL of 10% Na2CO3 and 5 mL of dioxane and was cooled to 0 C. A solution of FMOC—Cl (0.53 g) in 10 mL was added dropwise. The mixture was then stirred for 15 min. at 0 C. and 2 hr at room temperature. The mixture was diluted with H2O, extracted with diethyl ether, and acidified with citric acid. The mixture was filtered and washed with H2O until neutral. The solid was then dissolved in ethylacetate, dried over ... Reactants: BrCC1CC1, O=c1[nH]c2cc(F)c(F)cc2c(=O)n1N(Cc1ccccc1)Cc1ccccc1, CN(C)C=O, [H-], [Na+]. Yields the product O=c1c2cc(F)c(F)cc2n(CC2CC2)c(=O)n1N(Cc1ccccc1)Cc1ccccc1. RXN SMILES: [Br:32][CH2:33][CH:34]1[CH2:35][CH2:36]1.[CH2:1]([c:2]1[cH:3][cH:4][cH:5][cH:6][cH:7]1)[N:8]([n:9]1[c:10](=[O:22])[nH:11][c:12]2[cH:13][c:14]([F:21])[c:15]([F:20])[cH:16][c:17]2[c:18]1=[O:19])[CH2:23][c:24]1[cH:25][cH:26][cH:27][cH:28][cH:29]1.[CH3:37][N:38]([CH3:39])[CH:40]=[O:41].[H-:30].[Na+:31]>>[CH2:1]([c:2]1[cH:3][cH:4][cH:5][cH:6][cH:7]1)[N:8]([n:9]1[c:10](=[O:22])[n:11]([CH2:33][CH:34]2[CH2:35][CH2:36]2)[c:12]2[cH:13][c:14]([F:21])[c:15]([F:20])[cH:16][c:17]2[c:18]1=[O:19])[CH2:23][c:24]1[cH:25][cH:26][cH:27][cH:28][cH:29]1. The reactants are CN(C)C=O, O=C(Cl)C(=O)Cl, ClCCl, Cl, Nc1cc(CCCS(=O)(=O)c2ccc(Cl)cc2)ccc1O, c1ccncc1, O=C(O)c1ccc(C=Cc2nc3ccccc3s2)cc1. The product is O=C(Nc1cc(CCCS(=O)(=O)c2ccc(Cl)cc2)ccc1O)c1ccc(C=Cc2nc3ccccc3s2)cc1. RXN SMILES: [CH3:27][N:28]([CH3:29])[CH:30]=[O:31].[Cl:1][C:2]([C:3]([Cl:4])=[O:5])=[O:6].[Cl:54][CH2:55][Cl:56].[ClH:32].[NH2:33][c:34]1[c:35]([OH:53])[cH:36][cH:37][c:38]([CH2:40][CH2:41][CH2:42][S:43](=[O:44])(=[O:45])[c:46]2[cH:47][cH:48][c:49]([Cl:52])[cH:50][cH:51]2)[cH:39]1.[cH:57]1[cH:58][cH:59][n:60][cH:61][cH:62]1.[s:7]1[c:8]([CH:16]=[CH:17][c:18]2[cH:19][cH:20][c:21]([C:22](=[O:23])[OH:24])[cH:25][cH:26]2)[n:9][c:10]2[c:11]1[cH:12][cH:13][cH:14][cH:15]2>>[s:7]1[c:8]([CH:16]=[CH:17][c:18]2[cH:19][cH:20][c:21]([C:22](=[O:24])[NH:33][c:34]3[c:35]([OH:53])[cH:36][cH:37][c:38]([CH2:40][CH2:41][CH2:42][S:43](=[O:44])(=[O:45])[c:46]4[cH:47][cH:48][c:49]([Cl:52])[cH:50][cH:51]4)[cH:39]3)[cH:25][cH:26]2)[n:9][c:10]2[c:11]1[cH:12][cH:13][cH:14][cH:15]2.